This data is from the Open Reaction Database (ORD), a public repository of structured organic reaction records. The task is: describe an organic reaction: reactants, conditions, products, and yield Reactants: O=C([O-])[O-], CC#N, [K+], [K+], O=C(c1ccc(Cl)nn1)N1CCC1, COCC(C)Oc1cc(O)cc(C(=O)Nc2ccn(C)n2)c1. Yields the product COCC(C)Oc1cc(Oc2ccc(C(=O)N3CCC3)nn2)cc(C(=O)Nc2ccn(C)n2)c1. Reaction SMILES: [C:36](=[O:37])([O-:38])[O-:39].[CH3:42][C:43]#[N:44].[K+:40].[K+:41].[N:1]1([C:5](=[O:6])[c:7]2[n:8][n:9][c:10]([Cl:13])[cH:11][cH:12]2)[CH2:2][CH2:3][CH2:4]1.[OH:14][c:15]1[cH:16][c:17]([C:18](=[O:19])[NH:20][c:21]2[n:22][n:23]([CH3:26])[cH:24][cH:25]2)[cH:27][c:28]([O:30][CH:31]([CH2:32][O:33][CH3:34])[CH3:35])[cH:29]1>>[N:1]1([C:5](=[O:6])[c:7]2[n:8][n:9][c:10]([O:14][c:15]3[cH:16][c:17]([C:18](=[O:19])[NH:20][c:21]4[n:22][n:23]([CH3:26])[cH:24][cH:25]4)[cH:27][c:28]([O:30][CH:31]([CH2:32][O:33][CH3:34])[CH3:35])[cH:29]3)[cH:11][cH:12]2)[CH2:2][CH2:3][CH2:4]1. The reactants are CC=1C=C(C=C(C1)C)C=1N=C(SC1C1=CC=NC=C1)N ([4-(3,5-dimethylphenyl)-5-(4-pyridyl)-1,3-thiazol-2-yl]amine), Cl.C(C1=CN=CC=C1)(=O)Cl (nicotinoyl chloride hydrochloride), C(O)([O-])=O.[Na+] (sodium hydrogencarbonate). Reagents/catalysts: CN(C1=CC=NC=C1)C (4-dimethylaminopyridine). Solvent: CN(C(C)=O)C (N,N-dimethylacetamide). Conditions: temperature 80 celsius, time 14 hour. The product is CC=1C=C(C=C(C1)C)C=1N=C(SC1C1=CC=NC=C1)NC(C1=CN=CC=C1)=O (N-[4-(3,5-dimethylphenyl)-5-(4-pyridyl)-1,3-thiazol-2-yl]nicotinamide). Isolated yield 59.9%. RXN SMILES: [CH3:1][C:2]1[CH:3]=[C:4]([C:9]2[N:10]=[C:11]([NH2:20])[S:12][C:13]=2[C:14]2[CH:19]=[CH:18][N:17]=[CH:16][CH:15]=2)[CH:5]=[C:6]([CH3:8])[CH:7]=1.Cl.[C:22](Cl)(=[O:29])[C:23]1[CH:28]=[CH:27][CH:26]=[N:25][CH:24]=1.C(=O)([O-])O.[Na+]>CN(C)C1C=CN=CC=1.CN(C)C(=O)C>[CH3:1][C:2]1[CH:3]=[C:4]([C:9]2[N:10]=[C:11]([NH:20][C:22](=[O:29])[C:23]3[CH:28]=[CH:27][CH:26]=[N:25][CH:24]=3)[S:12][C:13]=2[C:14]2[CH:19]=[CH:18][N:17]=[CH:16][CH:15]=2)[CH:5]=[C:6]([CH3:8])[CH:7]=1 |f:1.2,3.4|. Procedure: To a solution of [4-(3,5-dimethylphenyl)-5-(4-pyridyl)-1,3-thiazol-2-yl]amine (0.52 g, 1.9 mmol) and 4-dimethylaminopyridine (0.07 g, 0.56 mmol) in N,N-dimethylacetamide (10 mL) was added nicotinoyl chloride hydrochloride (0.51 g, 2.86 mmol) and the mixture was stirred at 80° C. for 14 h. To the reaction mixture was poured aqueous sodium hydrogencarbonate solution and the precipitated solid was collected by filtration. The obtained solid was washed with water and dried. The crude crystals were r... Starting materials: N12C[C@@H](C(CC1)CC2)OC(=O)C2(CCCCCC2)C=2SC=CC2 (1-Thiophen-2-yl-cycloheptanecarboxylic acid (R)-(1-aza-bicyclo[2.2.2]oct-3-yl)ester), BrCC(=O)NC1=CC(=CC=C1)F (2-bromo-N-(3-fluoro-phenyl)-acetamide), C(C)OCC (Diethyl ether), CCCC(C)C (isohexane). Run in C(C)#N (acetonitrile). Reaction conditions: time 8 hour. Product: [Br-].FC=1C=C(C=CC1)NC(=O)C[N+]12C[C@@H](C(CC1)CC2)OC(=O)C2(CCCCCC2)C=2SC=CC2 ((R)-1-[(3-Fluoro-phenylcarbamoyl)-methyl]-3-(1-thiophen-2-yl-cycloheptanecarbonyloxy)-1-azonia-bicyclo[2.2.2]octane bromide). Yield: 55.3%. As a reaction SMILES: [N:1]12[CH2:8][CH2:7][CH:4]([CH2:5][CH2:6]1)[C@@H:3]([O:9][C:10]([C:12]1([C:19]3[S:20][CH:21]=[CH:22][CH:23]=3)[CH2:18][CH2:17][CH2:16][CH2:15][CH2:14][CH2:13]1)=[O:11])[CH2:2]2.[Br:24][CH2:25][C:26]([NH:28][C:29]1[CH:34]=[CH:33][CH:32]=[C:31]([F:35])[CH:30]=1)=[O:27].C(OCC)C.CCCC(C)C>C(#N)C>[Br-:24].[F:35][C:31]1[CH:30]=[C:29]([NH:28][C:26]([CH2:25][N+:1]23[CH2:6][CH2:5][CH:4]([CH2:7][CH2:8]2)[C@@H:3]([O:9][C:10]([C:12]2([C:19]4[S:20][CH:21]=[CH:22][CH:23]=4)[CH2:18][CH2:17][CH2:16][CH2:15][CH2:14][CH2:13]2)=[O:11])[CH2:2]3)=[O:27])[CH:34]=[CH:33][CH:32]=1 |f:5.6|. Procedure details: 1-Thiophen-2-yl-cycloheptanecarboxylic acid (R)-(1-aza-bicyclo[2.2.2]oct-3-yl)ester (Example 5d) (96 mg) and 2-bromo-N-(3-fluoro-phenyl)-acetamide (Example 8a) (67 mg) were dissolved in acetonitrile (2 mL) and left overnight. Diethyl ether (10 mL) and isohexane (8 mL) were added and the mixture was left overnight. The resulting crystals were filtered off and washed with diethyl ether to afford the titled compound (90 mg). Starting materials: CC(C)=O, COC(=O)C=Cc1cccc(F)c1NC(=O)Nc1cc(C(F)(F)F)ccc1OC. The product is COC(=O)CC1c2cccc(F)c2NC(=O)N1c1cc(C(F)(F)F)ccc1OC. RXN SMILES: [CH3:30][C:31](=[O:32])[CH3:33].[F:1][c:2]1[c:3]([NH:14][C:15](=[O:16])[NH:17][c:18]2[c:19]([O:28][CH3:29])[cH:20][cH:21][c:22]([C:24]([F:25])([F:26])[F:27])[cH:23]2)[c:4]([CH:8]=[CH:9][C:10](=[O:11])[O:12][CH3:13])[cH:5][cH:6][cH:7]1>>[F:1][c:2]1[c:3]2[c:4]([cH:5][cH:6][cH:7]1)[CH:8]([CH2:9][C:10](=[O:11])[O:12][CH3:13])[N:17]([c:18]1[c:19]([O:28][CH3:29])[cH:20][cH:21][c:22]([C:24]([F:25])([F:26])[F:27])[cH:23]1)[C:15](=[O:16])[NH:14]2. Starting materials: C(CCC)OC(=O)C=1N=C(C2=CC=C(C=C2C1O)OC1CCCCC1)Br (1-bromo-6-cyclohexyloxy-4-hydroxy-isoquinoline-3-carboxylic acid butyl ester), C(=O)[O-].[NH4+] (ammonium formate). Reagents/catalysts: [Pd] (Pd/C). Solvent: C(C)(=O)OCC (ethyl acetate). Product: C(CCC)OC(=O)C=1N=CC2=CC=C(C=C2C1O)OC1CCCCC1 (6-Cyclohexyloxy-4-hydroxy-isoquinoline-3-carboxylic acid butyl ester). Yield: 78.7%. RXN SMILES: [CH2:1]([O:5][C:6]([C:8]1[N:9]=[C:10](Br)[C:11]2[C:16]([C:17]=1[OH:18])=[CH:15][C:14]([O:19][CH:20]1[CH2:25][CH2:24][CH2:23][CH2:22][CH2:21]1)=[CH:13][CH:12]=2)=[O:7])[CH2:2][CH2:3][CH3:4].C([O-])=O.[NH4+]>C(OCC)(=O)C.[Pd]>[CH2:1]([O:5][C:6]([C:8]1[N:9]=[CH:10][C:11]2[C:16]([C:17]=1[OH:18])=[CH:15][C:14]([O:19][CH:20]1[CH2:25][CH2:24][CH2:23][CH2:22][CH2:21]1)=[CH:13][CH:12]=2)=[O:7])[CH2:2][CH2:3][CH3:4] |f:1.2|. Reported procedure: To a mixture of 1-bromo-6-cyclohexyloxy-4-hydroxy-isoquinoline-3-carboxylic acid butyl ester (1.0 g) in ethyl acetate (20 ml) was added 10% Pd/C (50% wet) (460 mg) and then ammonium formate (1.5 g). Resulting mixture was refluxed for 4 h. After cooling, reaction mixture was filtered and concentrated. The residue was purified by silica gel chromatography (5%-10% ethyl acetate in methylene chloride) to give the title compound (640 mg). MS-(+)-ion M+1=344.22.